Dataset: the Open Reaction Database (ORD), a public repository of structured organic reaction records. Task: describe an organic reaction: reactants, conditions, products, and yield Reactants: COC1=CC(=CC2=C1C(=CO2)COC2=C1C=C(NC1=CC=C2)C(=O)O)OC (4-(4,6-dimethoxy-benzofuran-3-ylmethoxy)-1H-indole-2-carboxylic acid), Cl.Cl.Cl.[C@H]1(CCCN2CCCC[C@H]12)CN1CCC(CC1)N (1-[(1S,9aR)-1-(Octahydro-quinolizin-1-yl)methyl]-piperidin-4-ylamine trihydrochloride). Product: Cl.Cl.[C@H]1(CCCN2CCCC[C@H]12)CN1CCC(CC1)NC(=O)C=1NC2=CC=CC(=C2C1)OCC1=COC2=C1C(=CC(=C2)OC)OC (4-(4,6-dimethoxy-benzofuran-3-ylmethoxy)-1H-indole-2-carboxylic acid {1-[(1S,9aR)-1-(octahydro-quinolizin-1-yl)methyl]-piperidin-4-yl}-amide dihydrochloride). As a reaction SMILES: [CH3:1][O:2][C:3]1[C:8]2[C:9]([CH2:12][O:13][C:14]3[CH:22]=[CH:21][CH:20]=[C:19]4[C:15]=3[CH:16]=[C:17]([C:23](O)=[O:24])[NH:18]4)=[CH:10][O:11][C:7]=2[CH:6]=[C:5]([O:26][CH3:27])[CH:4]=1.[ClH:28].Cl.Cl.[C@H:31]1([CH2:41][N:42]2[CH2:47][CH2:46][CH:45]([NH2:48])[CH2:44][CH2:43]2)[C@@H:40]2[N:35]([CH2:36][CH2:37][CH2:38][CH2:39]2)[CH2:34][CH2:33][CH2:32]1>>[ClH:28].[ClH:28].[C@H:31]1([CH2:41][N:42]2[CH2:47][CH2:46][CH:45]([NH:48][C:23]([C:17]3[NH:18][C:19]4[C:15]([CH:16]=3)=[C:14]([O:13][CH2:12][C:9]3[C:8]5[C:3]([O:2][CH3:1])=[CH:4][C:5]([O:26][CH3:27])=[CH:6][C:7]=5[O:11][CH:10]=3)[CH:22]=[CH:21][CH:20]=4)=[O:24])[CH2:44][CH2:43]2)[C@@H:40]2[N:35]([CH2:36][CH2:37][CH2:38][CH2:39]2)[CH2:34][CH2:33][CH2:32]1 |f:1.2.3.4,5.6.7|. Reported procedure: This compound is synthesized from 4-(4,6-dimethoxy-benzofuran-3-ylmethoxy)-1H-indole-2-carboxylic acid 126 (preparation see below) and amine 61 analogously to the method described in example 1. Reaction SMILES: [CH3:35][C:36]#[N:37].[CH3:43][OH:44].[H:33][H:34].[O:38]1[CH2:39][CH2:40][CH2:41][CH2:42]1.[Pt:45]=[O:46].[c:1]1([S:7](=[O:8])(=[O:9])[c:10]2[c:11]([C:20](=[O:21])[NH:22][CH2:23][c:24]3[cH:25][c:26]([N+:30]([O-:31])=[O:32])[cH:27][cH:28][cH:29]3)[nH:12][c:13]3[cH:14][cH:15][c:16]([Cl:19])[cH:17][c:18]23)[cH:2][cH:3][cH:4][cH:5][cH:6]1>>[c:1]1([S:7](=[O:8])(=[O:9])[c:10]2[c:11]([C:20](=[O:21])[NH:22][CH2:23][c:24]3[cH:25][c:26]([NH2:30])[cH:27][cH:28][cH:29]3)[nH:12][c:13]3[cH:14][cH:15][c:16]([Cl:19])[cH:17][c:18]23)[cH:2][cH:3][cH:4][cH:5][cH:6]1. Starting materials: CC#N, CO, [H][H], C1CCOC1, O=[Pt], O=C(NCc1cccc([N+](=O)[O-])c1)c1[nH]c2ccc(Cl)cc2c1S(=O)(=O)c1ccccc1. The product is Nc1cccc(CNC(=O)c2[nH]c3ccc(Cl)cc3c2S(=O)(=O)c2ccccc2)c1. Reactants: CC=1N=C2N(C3=C(N2C1C(C1=CC=C(C=C1)Cl)=O)C=CC=C3)CCN3CCOCC3 (2-Methyl-9-(2-morpholinoethyl)-3-(4-chlorobenzoyl) imidazo[1,2-a]benzimidazole), Cl (hydrochloric acid). Solvent: CC(=O)C (acetone). Yields the product Cl.Cl.CC=1N=C2N(C3=C(N2C1C(C1=CC=C(C=C1)Cl)=O)C=CC=C3)CCN3CCOCC3 (2-Methyl-9-(2-morpholinoethyl)-3-(4-chlorobenzoyl) imidazo[1,2-a]benzimidazole dihydrochloride). As a reaction SMILES: [CH3:1][C:2]1[N:3]=[C:4]2[N:8]([C:9]=1[C:10](=[O:18])[C:11]1[CH:16]=[CH:15][C:14]([Cl:17])=[CH:13][CH:12]=1)[C:7]1[CH:19]=[CH:20][CH:21]=[CH:22][C:6]=1[N:5]2[CH2:23][CH2:24][N:25]1[CH2:30][CH2:29][O:28][CH2:27][CH2:26]1.[ClH:31]>CC(C)=O>[ClH:17].[ClH:31].[CH3:1][C:2]1[N:3]=[C:4]2[N:8]([C:9]=1[C:10](=[O:18])[C:11]1[CH:12]=[CH:13][C:14]([Cl:17])=[CH:15][CH:16]=1)[C:7]1[CH:19]=[CH:20][CH:21]=[CH:22][C:6]=1[N:5]2[CH2:23][CH2:24][N:25]1[CH2:30][CH2:29][O:28][CH2:27][CH2:26]1 |f:3.4.5|. Procedure details: 1.7 g of the base obtained in Step B is dissolved in 30 ml of acetone and acidified with concentrated hydrochloric acid: the title compound precipitate is removed by filtration and recrystallised from ethanol. The reactants are C(C1=CC=CC=C1)O[C@@H]([C@@H](C(=O)O)NC(=O)OCC1C2=CC=CC=C2C=2C=CC=CC12)C ((2S,3R)-3-benzyloxy-2-(9H-fluoren-9-ylmethoxycarbonylamino)-butyric acid), C(C)(C)(C)OC(=O)N[C@@H](C(=O)O)C1=CC=C(C=C1)OCCOC1OCCCC1 ((R)-tert-butoxycarbonylamino-{4-[2-(tetrahydro-pyran-2-yloxy)-ethoxy]-phenyl}-acetic acid). Product: C(C)(C)(C)OC(=O)N[C@@H](C(=O)O)C1=CC=C(C=C1)OCCOC ((R)-tert-Butoxycarbonylamino-[4-(2-methoxy-ethoxy)-phenyl]-acetic acid). Reaction SMILES: C(O[C@H](C)[C@H](NC(OCC1C2C=CC=CC=2C2C1=CC=CC=2)=O)C(O)=O)C1C=CC=CC=1.[C:33]([O:37][C:38]([NH:40][C@H:41]([C:45]1[CH:50]=[CH:49][C:48]([O:51][CH2:52][CH2:53][O:54][CH:55]2CCCCO2)=[CH:47][CH:46]=1)[C:42]([OH:44])=[O:43])=[O:39])([CH3:36])([CH3:35])[CH3:34]>>[C:33]([O:37][C:38]([NH:40][C@H:41]([C:45]1[CH:46]=[CH:47][C:48]([O:51][CH2:52][CH2:53][O:54][CH3:55])=[CH:49][CH:50]=1)[C:42]([OH:44])=[O:43])=[O:39])([CH3:36])([CH3:35])[CH3:34]. Procedure details: Prepared by the same method as described in example 3 except that (i) 2-chloro-4-iodo-aniline was used in place of 4-bromo-2-chloro-aniline in step 1, and (ii) (R)-tert-butoxycarbonylamino-[4-(2-methoxy-ethoxy)-phenyl]-acetic acid was used in place of (R)-tert-butoxycarbonylamino-[4-(2-tert-butoxy-ethoxy)-phenyl]-acetic acid in step 2. (R)-tert-Butoxycarbonylamino-[4-(2-methoxy-ethoxy)-phenyl]-acetic acid was prepared as described in example 80. The reactants are [Br-], CC[Mg+], C1CCOC1, CCOCC, O=C1CCC(COC2CCCCO2)O1. Product: OC(CCC1(O)CC1)COC1CCCCO1. As a reaction SMILES: [Br-:15].[CH2:16]([CH3:17])[Mg+:18].[CH2:24]1[O:25][CH2:26][CH2:27][CH2:28]1.[CH3:19][CH2:20][O:21][CH2:22][CH3:23].[O:1]1[CH:2]([O:7][CH2:8][CH:9]2[CH2:10][CH2:11][C:12](=[O:14])[O:13]2)[CH2:3][CH2:4][CH2:5][CH2:6]1>>[O:1]1[CH:2]([O:7][CH2:8][CH:9]([CH2:10][CH2:11][C:12]2([OH:14])[CH2:16][CH2:17]2)[OH:13])[CH2:3][CH2:4][CH2:5][CH2:6]1. Reactants: CC(C)(C)c1cccc(C(C)(C)C)c1O, C=CCBr, Cc1ccccc1, [Na+], [OH-], O. RXN SMILES: [C:4]([CH3:5])([CH3:6])([CH3:7])[c:8]1[c:9]([OH:18])[c:10]([C:14]([CH3:15])([CH3:16])[CH3:17])[cH:11][cH:12][cH:13]1.[CH2:19]([CH:20]=[CH2:21])[Br:22].[CH3:23][c:24]1[cH:25][cH:26][cH:27][cH:28][cH:29]1.[Na+:2].[OH-:1].[OH2:3]>>[C:4]([CH3:5])([CH3:6])([CH3:7])[c:8]1[c:9]([OH:18])[c:10]([C:14]([CH3:15])([CH3:16])[CH3:17])[cH:11][c:12]([CH2:21][CH:20]=[CH2:19])[cH:13]1. Product: C=CCc1cc(C(C)(C)C)c(O)c(C(C)(C)C)c1. Reactants: [C-]#N.[K+] (potassium cyanide), [K] (potassium), NC1=NS(C2=C1C(=CC=C2)OC)(=O)=O (3-amino-4-methoxy-1,2-benzoisothiazole-1,1-dioxide), [OH-].[Na+] (sodium hydroxide), COC1=CC=CC2=C1C(NS2(=O)=O)=O (4-methoxy-1,2-benzoisothiazol-3(2H)-one-1,1-dioxide). Run in CS(=O)C (dimethyl-sulfoxide), petroleum ether. The product is OC1=CC=CC2=C1C(NS2(=O)=O)=O (4-hydroxy-1,2-benzoisothiazol-3(2H)-one-1,1-dioxide). Yield: 62.0%. As a reaction SMILES: NC1C2C(OC)=CC=CC=2S(=O)(=O)N=1.[OH-].[Na+].C[O:18][C:19]1[C:24]2[C:25](=[O:30])[NH:26][S:27](=[O:29])(=[O:28])[C:23]=2[CH:22]=[CH:21][CH:20]=1.[C-]#N.[K+].[K]>CS(C)=O>[OH:18][C:19]1[C:24]2[C:25](=[O:30])[NH:26][S:27](=[O:29])(=[O:28])[C:23]=2[CH:22]=[CH:21][CH:20]=1 |f:1.2,4.5,^1:33|. Procedure: 2.5 gm (11.8 mmols) of 3-amino-4-methoxy-1,2-benzoisothiazole-1,1-dioxide were reacted with sodium hydroxide analogous to Example 5, and by subsequent acidification the reaction product was converted into 4-methoxy-1,2-benzoisothiazol-3(2H)-one-1,1-dioxide. The obtained compound, together with 650 mg (10 mmols) of potassium cyanide in dimethyl-sulfoxide, was heated at 180° C. for 3 hours. After addition of petroleum ether the potassium salt of the product was precipitated, and the precipitate wa... Starting materials: COc1cc(-c2cc(CN3CCNCC3)ccn2)cc(OC)c1OC, COc1cc(-c2ccc(C(=O)Cl)cc2)cc(OC)c1OC, ClCCl, [Na+], O, O=C([O-])O. The product is COc1cc(-c2ccc(C(=O)N3CCN(Cc4ccnc(-c5cc(OC)c(OC)c(OC)c5)c4)CC3)cc2)cc(OC)c1OC. RXN SMILES: [CH3:1][O:2][c:3]1[cH:4][c:5](-[c:13]2[n:14][cH:15][cH:16][c:17]([CH2:19][N:20]3[CH2:21][CH2:22][NH:23][CH2:24][CH2:25]3)[cH:18]2)[cH:6][c:7]([O:11][CH3:12])[c:8]1[O:9][CH3:10].[CH3:31][O:32][c:33]1[cH:34][c:35](-[c:43]2[cH:44][cH:45][c:46]([C:47](=[O:48])[Cl:49])[cH:50][cH:51]2)[cH:36][c:37]([O:41][CH3:42])[c:38]1[O:39][CH3:40].[Cl:53][CH2:54][Cl:55].[Na+:26].[OH2:52].[OH:27][C:28](=[O:29])[O-:30]>>[CH3:1][O:2][c:3]1[cH:4][c:5](-[c:13]2[n:14][cH:15][cH:16][c:17]([CH2:19][N:20]3[CH2:21][CH2:22][N:23]([C:47]([c:46]4[cH:45][cH:44][c:43](-[c:35]5[cH:34][c:33]([O:32][CH3:31])[c:38]([O:39][CH3:40])[c:37]([O:41][CH3:42])[cH:36]5)[cH:51][cH:50]4)=[O:48])[CH2:24][CH2:25]3)[cH:18]2)[cH:6][c:7]([O:11][CH3:12])[c:8]1[O:9][CH3:10]. Reactants: N#Cc1ccc(C2CCC(=O)CC2)cc1, COC[P+](c1ccccc1)(c1ccccc1)c1ccccc1, CCCCCC, COC(C)(C)C, [Cl-], C1CCOC1. Yields the product COC=C1CCC(c2ccc(C#N)cc2)CC1. Reaction SMILES: [C:24](#[N:25])[c:26]1[cH:27][cH:28][c:29]([CH:32]2[CH2:33][CH2:34][C:35](=[O:38])[CH2:36][CH2:37]2)[cH:30][cH:31]1.[CH3:2][O:3][CH2:4][P+:5]([c:6]1[cH:7][cH:8][cH:9][cH:10][cH:11]1)([c:12]1[cH:13][cH:14][cH:15][cH:16][cH:17]1)[c:18]1[cH:19][cH:20][cH:21][cH:22][cH:23]1.[CH3:39][CH2:40][CH2:41][CH2:42][CH2:43][CH3:44].[CH3:45][O:46][C:47]([CH3:48])([CH3:49])[CH3:50].[Cl-:1].[O:51]1[CH2:52][CH2:53][CH2:54][CH2:55]1>>[CH3:2][O:3][CH:4]=[C:35]1[CH2:34][CH2:33][CH:32]([c:29]2[cH:28][cH:27][c:26]([C:24]#[N:25])[cH:31][cH:30]2)[CH2:37][CH2:36]1. Reactants: CC1=CC(=NN1C1=CC=CC=C1)C(=O)O (5-methyl-1-phenyl-1H-pyrazole-3-carboxylic acid), NC=1C=C(OC=2C=CC=3N(N2)C=C(N3)NC(=O)C3CC3)C=CC1 (N-[6-(3-aminophenoxy)imidazo[1,2-b]pyridazin-2-yl]cyclopropanecarboxamide), CN(C=O)C (N,N-dimethylformamide), C(C(=O)Cl)(=O)Cl (oxalyl chloride). The solvent is CN(C(C)=O)C (N,N-dimethylacetamide), O1CCCC1 (tetrahydrofuran). Product: C1(CC1)C(=O)NC=1N=C2N(N=C(C=C2)OC=2C=C(C=CC2)NC(=O)C2=NN(C(=C2)C)C2=CC=CC=C2)C1 (N-[3-({2-[(cyclopropylcarbonyl)amino]imidazo[1,2-b]pyridazin-6-yl}oxy)phenyl]-5-methyl-1-phenyl-1H-pyrazole-3-carboxamide). Yield: 66.2%. RXN SMILES: [CH3:1][C:2]1[N:6]([C:7]2[CH:12]=[CH:11][CH:10]=[CH:9][CH:8]=2)[N:5]=[C:4]([C:13]([OH:15])=O)[CH:3]=1.CN(C)C=O.C(Cl)(=O)C(Cl)=O.[NH2:27][C:28]1[CH:29]=[C:30]([CH:47]=[CH:48][CH:49]=1)[O:31][C:32]1[CH:33]=[CH:34][C:35]2[N:36]([CH:38]=[C:39]([NH:41][C:42]([CH:44]3[CH2:46][CH2:45]3)=[O:43])[N:40]=2)[N:37]=1>CN(C)C(=O)C.O1CCCC1>[CH:44]1([C:42]([NH:41][C:39]2[N:40]=[C:35]3[CH:34]=[CH:33][C:32]([O:31][C:30]4[CH:29]=[C:28]([NH:27][C:13]([C:4]5[CH:3]=[C:2]([CH3:1])[N:6]([C:7]6[CH:8]=[CH:9][CH:10]=[CH:11][CH:12]=6)[N:5]=5)=[O:15])[CH:49]=[CH:48][CH:47]=4)=[N:37][N:36]3[CH:38]=2)=[O:43])[CH2:45][CH2:46]1. Procedure details: Using 5-methyl-1-phenyl-1H-pyrazole-3-carboxylic acid (294 mg, 1.45 mmol), tetrahydrofuran (3.0 mL), N,N-dimethylformamide (30 μL, 0.39 mmol), oxalyl chloride (127 μL, 1.45 mmol), N-[6-(3-aminophenoxy)imidazo[1,2-b]pyridazin-2-yl]cyclopropanecarboxamide (300 mg, 0.97 mmol) and N,N-dimethylacetamide (6.0 mL), and in the same manner as in Example 255, the title compound (317 mg, 66%) was obtained as a white powder.